Dataset: the Open Reaction Database (ORD), a public repository of structured organic reaction records. Task: describe an organic reaction: reactants, conditions, products, and yield Starting materials: ClC1=C(C=C(C=C1)OC1=C(C#N)C=C(C=C1)CSC=1NC=C(C(N1)=O)CC1=CN(C2=CC=CC=C12)C)C(F)(F)F (2-{[4-chloro-3-(trifluoromethyl)phenyl]oxy}-5-[({5-[(1-methyl-1H-indol-3-yl)methyl]-4-oxo-1,4-dihydro-2-pyrimidinyl}thio)methyl]benzonitrile), CCN(C(C)C)C(C)C (DIPEA), CI (MeI). The reagents and catalysts are [Br-].[Zn+2].[Br-] (zinc bromide). Solvent: C(Cl)(Cl)Cl (chloroform). Run at temperature 60 celsius. Yields the product ClC1=C(C=C(OC2=C(C#N)C=C(C=C2)CSC=2N(C=C(C(N2)=O)CC2=CN(C3=CC=CC=C23)C)C)C=C1)C(F)(F)F (2-(4-chloro-3-(trifluoromethyl)phenoxy)-5-(((1-methyl-5-((1-methyl-1H-indol-3-yl)methyl)-4-oxo-1,4-dihydropyrimidin-2-yl)thio)methyl)benzonitrile). The yield is 13.5%. RXN SMILES: [Cl:1][C:2]1[CH:7]=[CH:6][C:5]([O:8][C:9]2[CH:16]=[CH:15][C:14]([CH2:17][S:18][C:19]3[NH:20][CH:21]=[C:22]([CH2:26][C:27]4[C:35]5[C:30](=[CH:31][CH:32]=[CH:33][CH:34]=5)[N:29]([CH3:36])[CH:28]=4)[C:23](=[O:25])[N:24]=3)=[CH:13][C:10]=2[C:11]#[N:12])=[CH:4][C:3]=1[C:37]([F:40])([F:39])[F:38].[CH3:41]CN(C(C)C)C(C)C.CI>C(Cl)(Cl)Cl.[Br-].[Zn+2].[Br-]>[Cl:1][C:2]1[CH:7]=[CH:6][C:5]([O:8][C:9]2[CH:16]=[CH:15][C:14]([CH2:17][S:18][C:19]3[N:20]([CH3:41])[CH:21]=[C:22]([CH2:26][C:27]4[C:35]5[C:30](=[CH:31][CH:32]=[CH:33][CH:34]=5)[N:29]([CH3:36])[CH:28]=4)[C:23](=[O:25])[N:24]=3)=[CH:13][C:10]=2[C:11]#[N:12])=[CH:4][C:3]=1[C:37]([F:40])([F:38])[F:39] |f:4.5.6|. Reported procedure: To a solution of 2-{[4-chloro-3-(trifluoromethyl)phenyl]oxy}-5-[({5-[(1-methyl-1H-indol-3-yl)methyl]-4-oxo-1,4-dihydro-2-pyrimidinyl}thio)methyl]benzonitrile (60 mg, 0.103 mmol), DIPEA (0.054 mL, 0.310 mmol) and zinc bromide (23.26 mg, 0.103 mmol) in chloroform (2 mL) was added MeI (0.013 mL, 0.207 mmol). The mixture was heated at 60° C. for 1 h. Purification via reverse phase flash chromatography then afforded the title compound (8.3 mg, 13.51% yield). LCMS: rt=3.78 min, [M+H+]=595 Starting materials: ClC=1C=CC(=C(C1)N1CCCCC1)[N+](=O)[O-] (1-(5-chloro-2-nitro-phenyl)-piperidine), C[O-].[Na+] (NaOMe), CO (MeOH), resultant solution. Yield: 41.0%. Reaction conditions: time 24 hour. The solvent is CN(C)C=O (DMF), CCOC(=O)C (EtOAc). RXN SMILES: Cl[C:2]1[CH:3]=[CH:4][C:5]([N+:14]([O-:16])=[O:15])=[C:6]([N:8]2[CH2:13][CH2:12][CH2:11][CH2:10][CH2:9]2)[CH:7]=1.[CH3:17][O-:18].[Na+].CO>CN(C=O)C.CCOC(C)=O>[CH3:17][O:18][C:2]1[CH:3]=[CH:4][C:5]([N+:14]([O-:16])=[O:15])=[C:6]([N:8]2[CH2:13][CH2:12][CH2:11][CH2:10][CH2:9]2)[CH:7]=1 |f:1.2|. Reported procedure: To 1-(5-chloro-2-nitro-phenyl)-piperidine (197 mg, 0.810 mmol) in 1.5 mL of DMF was added 4 mL of 0.5 M NaOMe in MeOH (2.5 eq). The resultant solution was heated at 60° C. overnight, then at 90° C. for 24 h. The reaction was diluted with EtOAc (50 mL) and washed with water (50 mL), dried (Na2SO4) and concentrated in vacuo. Purification by preparative TLC (20% EtOAc-hexane) gave 80 mg (41%) of the title compound, along with 80 mg (40%) of recovered starting material. 1H-NMR (CDCl3; 400 MHz): δ 7.... Product: COC=1C=CC(=C(C1)N1CCCCC1)[N+](=O)[O-] (1-(5-Methoxy-2-nitro-phenyl)-piperidine). Starting materials: CC(C)(C)OC(=O)c1ccc(Br)cc1[N+](=O)[O-], CCOC(C)=O, COCCOC, CC(C)(C)OC(=O)Nc1ccccc1B1OC(C)(C)C(C)(C)O1, [Na+], [Na+], O=C([O-])[O-], O, O=C(O)CC(O)(CC(=O)O)C(=O)O, c1ccc(P(c2ccccc2)(c2ccccc2)[Pd](P(c2ccccc2)(c2ccccc2)c2ccccc2)(P(c2ccccc2)(c2ccccc2)c2ccccc2)P(c2ccccc2)(c2ccccc2)c2ccccc2)cc1. Product: CC(C)(C)OC(=O)Nc1ccccc1-c1ccc(C(=O)OC(C)(C)C)c([N+](=O)[O-])c1. RXN SMILES: [Br:30][c:31]1[cH:32][c:33]([N+:44](=[O:45])[O-:46])[c:34]([C:35](=[O:36])[O:37][C:38]([CH3:39])([CH3:40])[CH3:41])[cH:42][cH:43]1.[CH3:137][CH2:138][O:139][C:140](=[O:141])[CH3:142].[CH3:143][O:144][CH2:145][CH2:146][O:147][CH3:148].[CH3:7][C:8]1([CH3:9])[C:10]([CH3:11])([CH3:12])[O:13][B:14]([c:15]2[c:16]([NH:21][C:22]([O:23][C:24]([CH3:25])([CH3:26])[CH3:27])=[O:28])[cH:17][cH:18][cH:19][cH:20]2)[O:29]1.[Na+:1].[Na+:2].[O-:3][C:4](=[O:5])[O-:6].[OH2:149].[OH:47][C:48]([CH2:49][C:50]([C:51](=[O:52])[OH:53])([CH2:54][C:55](=[O:56])[OH:57])[OH:58])=[O:59].[cH:60]1[cH:61][cH:62][c:63]([P:64]([Pd:65]([P:66]([c:67]2[cH:68][cH:69][cH:70][cH:71][cH:72]2)([c:73]2[cH:74][cH:75][cH:76][cH:77][cH:78]2)[c:79]2[cH:80][cH:81][cH:82][cH:83][cH:84]2)([P:85]([c:86]2[cH:87][cH:88][cH:89][cH:90][cH:91]2)([c:92]2[cH:93][cH:94][cH:95][cH:96][cH:97]2)[c:98]2[cH:99][cH:100][cH:101][cH:102][cH:103]2)[P:104]([c:105]2[cH:106][cH:107][cH:108][cH:109][cH:110]2)([c:111]2[cH:112][cH:113][cH:114][cH:115][cH:116]2)[c:117]2[cH:118][cH:119][cH:120][cH:121][cH:122]2)([c:123]2[cH:124][cH:125][cH:126][cH:127][cH:128]2)[c:129]2[cH:130][cH:131][cH:132][cH:133][cH:134]2)[cH:135][cH:136]1>>[c:15]1(-[c:31]2[cH:32][c:33]([N+:44](=[O:45])[O-:46])[c:34]([C:35](=[O:36])[O:37][C:38]([CH3:39])([CH3:40])[CH3:41])[cH:42][cH:43]2)[c:16]([NH:21][C:22]([O:23][C:24]([CH3:25])([CH3:26])[CH3:27])=[O:28])[cH:17][cH:18][cH:19][cH:20]1. The reactants are COc1cc(CCC(=O)c2cccc(OCC(=O)OC(C)(C)C)c2)cc(OC)c1OC, C1CCOC1, OCCNCCO. The product is COc1cc(CCC(O)c2cccc(OCC(=O)OC(C)(C)C)c2)cc(OC)c1OC. As a reaction SMILES: [C:1]([CH3:2])([CH3:3])([CH3:4])[O:5][C:6](=[O:7])[CH2:8][O:9][c:10]1[cH:11][c:12]([C:16]([CH2:17][CH2:18][c:19]2[cH:20][c:21]([O:29][CH3:30])[c:22]([O:27][CH3:28])[c:23]([O:25][CH3:26])[cH:24]2)=[O:31])[cH:13][cH:14][cH:15]1.[CH2:39]1[O:40][CH2:41][CH2:42][CH2:43]1.[OH:32][CH2:33][CH2:34][NH:35][CH2:36][CH2:37][OH:38]>>[C:1]([CH3:2])([CH3:3])([CH3:4])[O:5][C:6](=[O:7])[CH2:8][O:9][c:10]1[cH:11][c:12]([CH:16]([CH2:17][CH2:18][c:19]2[cH:20][c:21]([O:29][CH3:30])[c:22]([O:27][CH3:28])[c:23]([O:25][CH3:26])[cH:24]2)[OH:31])[cH:13][cH:14][cH:15]1.